Dataset: the Open Reaction Database (ORD), a public repository of structured organic reaction records. Task: describe an organic reaction: reactants, conditions, products, and yield The reactants are CS(C)=O, O=[N+]([O-])c1c(F)cc(F)cc1F, CCOC(=O)c1c(N)sc2ccccc12. Yields the product CCOC(=O)c1c(Nc2cc(F)cc(F)c2[N+](=O)[O-])sc2ccccc12. RXN SMILES: [CH3:28][S:29](=[O:30])[CH3:31].[F:16][c:17]1[c:18]([N+:25](=[O:26])[O-:27])[c:19]([F:24])[cH:20][c:21]([F:23])[cH:22]1.[NH2:1][c:2]1[c:3]([C:11](=[O:12])[O:13][CH2:14][CH3:15])[c:4]2[c:5]([s:6]1)[cH:7][cH:8][cH:9][cH:10]2>>[NH:1]([c:2]1[c:3]([C:11](=[O:12])[O:13][CH2:14][CH3:15])[c:4]2[c:5]([s:6]1)[cH:7][cH:8][cH:9][cH:10]2)[c:19]1[c:18]([N+:25](=[O:26])[O-:27])[c:17]([F:16])[cH:22][c:21]([F:23])[cH:20]1. The product is C1(CC1)C(O)C=1C=NC(=CC1)C1=CC=CC2=CC=CC=C12 (Cyclopropyl(6-(naphthalen-1-yl)pyridin-3-yl)methanol). Procedure details: Synthesized using compound 54b (253 mg, 1.09 mmol) and cyclopropylmagnesium bromide (4.34 mL, 2.17 mmol, 0.5 M in THF) according to Method D. Crude product was purified by flash chromatography on silica-gel using a mixture of hexane/ethyl acetate (3:1) as eluent. Light yellow solid. Yield: 239 mg, 80%. 1H NMR (CDCl3, 500 MHz): δH (ppm)=0.39-0.54 (m, 2H), 0.60-0.72 (m, 2H), 1.22-1.29 (m, 1H), 4.04-4.14 (m, 1H), 7.42-7.60 (m, 5H), 7.86-7.92 (m, 3H), 8.04-8.08 (m, 1H), 8.77 (d, J=2.2 Hz, 1H); 13C N... Reactants: C1(=CC=CC2=CC=CC=C12)C1=NC=C(C=O)C=C1 (6-(naphthalen-1-yl)nicotinaldehyde), C1(CC1)[Mg]Br (cyclopropylmagnesium bromide). Reaction SMILES: [C:1]1([C:11]2[CH:18]=[CH:17][C:14]([CH:15]=[O:16])=[CH:13][N:12]=2)[C:10]2[C:5](=[CH:6][CH:7]=[CH:8][CH:9]=2)[CH:4]=[CH:3][CH:2]=1.[CH:19]1([Mg]Br)[CH2:21][CH2:20]1>>[CH:19]1([CH:15]([C:14]2[CH:13]=[N:12][C:11]([C:1]3[C:10]4[C:5](=[CH:6][CH:7]=[CH:8][CH:9]=4)[CH:4]=[CH:3][CH:2]=3)=[CH:18][CH:17]=2)[OH:16])[CH2:21][CH2:20]1. The reactants are (S)-(−)-2,2′-Bis(diphenyl-phosphino)-1,1′-binaphthalene, FC(C1=CC=C(C=C1)B(O)O)(F)F (4-(trifluoromethyl)phenylboronic acid), C(=O)([O-])[O-].[K+].[K+] (K2CO3), C(C=CC)(=O)N (but-2-enoic acid amide), O1CCOCC1 (1,4-dioxane). The reagents and catalysts are C/C(=C/C(=O)C)/O.C=C.C=C.[Rh] (Acetylacetonatobis(ethylene)rhodium(I)). Run in O (H2O). Run at temperature 100 celsius, time 16 hour. The product is FC(C1=CC=C(C=C1)[C@@H](CC(=O)N)C)(F)F ((R)-3-(4-Trifluoromethylphenyl)-butyramide). Reaction SMILES: [F:1][C:2]([F:13])([F:12])[C:3]1[CH:8]=[CH:7][C:6](B(O)O)=[CH:5][CH:4]=1.C([O-])([O-])=O.[K+].[K+].[C:20]([NH2:25])(=[O:24])[CH:21]=[CH:22][CH3:23].O1CCOCC1>C/C(/O)=C/C(C)=O.C=C.C=C.[Rh].O>[F:1][C:2]([F:13])([F:12])[C:3]1[CH:8]=[CH:7][C:6]([C@H:22]([CH3:23])[CH2:21][C:20]([NH2:25])=[O:24])=[CH:5][CH:4]=1 |f:1.2.3,6.7.8.9|. Reported procedure: Acetylacetonatobis(ethylene)rhodium(I) (0.3 mmol), (S)-(−)-2,2′-Bis(diphenyl-phosphino)-1,1′-binaphthalene (0.045 mmol), 4-(trifluoromethyl)phenylboronic acid (2 mmol), K2CO3 (0.5 mmol), and but-2-enoic acid amide (1 mmol) are added into a 25-mL round-bottomed flask containing a magnetic stirrer bar, a septum inlet, and a reflux condenser. The flask is flashed with argon and then charged with 1,4-dioxane (3 mL) and de-ionized H2O (0.5 mL). The reaction mixture is stirred for 16 hours at 100° C. ... The reactants are ClC1=NC=CC(=C1)N (2-chloro-4-aminopyridine), C1(=CC=CC=C1)N=C=O (phenyl isocyanate). Run in CC(=O)C (acetone). Conditions: time 8 hour. Yields the product ClC1=NC=CC(=C1)NC(=O)NC1=CC=CC=C1 (N-(2-chloro-4-pyridyl)-N'-phenylurea). RXN SMILES: [Cl:1][C:2]1[CH:7]=[C:6]([NH2:8])[CH:5]=[CH:4][N:3]=1.[C:9]1([N:15]=[C:16]=[O:17])[CH:14]=[CH:13][CH:12]=[CH:11][CH:10]=1>CC(C)=O>[Cl:1][C:2]1[CH:7]=[C:6]([NH:8][C:16]([NH:15][C:9]2[CH:14]=[CH:13][CH:12]=[CH:11][CH:10]=2)=[O:17])[CH:5]=[CH:4][N:3]=1. Procedure details: To a solution of 257 mg. (2 mmol) of 2-chloro-4-aminopyridine dissolved in ten ml. of dry acetone, 238 mg. (2 mmol) of phenyl isocyanate is added and the mixture is stirred at room temperature for 8 hrs. The solvent is evaporated under a reduced pressure, the residue is chromatographed over alumina, and the column is developed with chloroform. Eluates containing the objective substance are collected, and the solvent is evaporated under a reduced pressure. The residue is recrystallized from aceto... The reactants are ClC1=C(C=C(C(=O)O)C=C1)C (4-chloro-3-methyl benzoic acid), CCCC(CCC)N (heptan-4-amine). Product: ClC1=C(C=C(C(=O)NC(CCC)CCC)C=C1)C (4-Chloro-3-methyl-N-(1-propyl-butyl)-benzamide). RXN SMILES: [Cl:1][C:2]1[CH:10]=[CH:9][C:5]([C:6]([OH:8])=O)=[CH:4][C:3]=1[CH3:11].[CH3:12][CH2:13][CH2:14][CH:15]([NH2:19])[CH2:16][CH2:17][CH3:18]>>[Cl:1][C:2]1[CH:10]=[CH:9][C:5]([C:6]([NH:19][CH:15]([CH2:16][CH2:17][CH3:18])[CH2:14][CH2:13][CH3:12])=[O:8])=[CH:4][C:3]=1[CH3:11]. Procedure: Prepared in a similar manner to example 4 using 4-chloro-3-methyl benzoic acid and heptan-4-amine. MS (M+H, 268).